This data is from the Open Reaction Database (ORD), a public repository of structured organic reaction records. The task is: describe an organic reaction: reactants, conditions, products, and yield Reactants: ClC1=CC=C(CC=2N=C(C3=C(N2)OC(=N3)C3=CC(=C(C(=C3)C)O)C)CC(C)C)C=C1 (4-[5-(4-chlorobenzyl)-7-isobutyloxazolo[5,4-d]pyrimidin-2-yl]-2,6-dimethylphenol), BrCC(=O)OC(C)(C)C (tert-butyl bromoacetate). Yields the product ClC1=CC=C(CC=2N=C(C3=C(N2)OC(=N3)C3=CC(=C(OCC(=O)OC(C)(C)C)C(=C3)C)C)CC(C)C)C=C1 (tert-Butyl {4-[5-(4-chlorobenzyl)-7-isobutyloxazolo[5,4-d]pyrimidin-2-yl]-2,6-dimethylphenoxy}acetate). Yield: 92.0%. RXN SMILES: [Cl:1][C:2]1[CH:30]=[CH:29][C:5]([CH2:6][C:7]2[N:8]=[C:9]([CH2:25][CH:26]([CH3:28])[CH3:27])[C:10]3[N:15]=[C:14]([C:16]4[CH:21]=[C:20]([CH3:22])[C:19]([OH:23])=[C:18]([CH3:24])[CH:17]=4)[O:13][C:11]=3[N:12]=2)=[CH:4][CH:3]=1.Br[CH2:32][C:33]([O:35][C:36]([CH3:39])([CH3:38])[CH3:37])=[O:34]>>[Cl:1][C:2]1[CH:30]=[CH:29][C:5]([CH2:6][C:7]2[N:8]=[C:9]([CH2:25][CH:26]([CH3:28])[CH3:27])[C:10]3[N:15]=[C:14]([C:16]4[CH:21]=[C:20]([CH3:22])[C:19]([O:23][CH2:32][C:33]([O:35][C:36]([CH3:39])([CH3:38])[CH3:37])=[O:34])=[C:18]([CH3:24])[CH:17]=4)[O:13][C:11]=3[N:12]=2)=[CH:4][CH:3]=1. Reported procedure: Analogously to example 1 (f), the reaction of 684 mg of 4-[5-(4-chlorobenzyl)-7-isobutyloxazolo[5,4-d]pyrimidin-2-yl]-2,6-dimethylphenol with tert-butyl bromoacetate gave 800 mg (92%) of the title compound. Starting materials: CNOC (N,O-Dimethylhydroxylamine), BrC1=C(C=C(C(=O)O)C=C1)F (4-bromo-3-fluorobenzoic acid), C(CCl)Cl (EDC), C=1C=CC2=C(C1)N=NN2O (HOBt), CN1CCOCC1 (NMM). Solvent: C(Cl)Cl (methylene chloride), C(C)(=O)OCC (ethyl acetate). Reaction conditions: time 8 hour. Product: BrC1=C(C=C(C(=O)N(C)OC)C=C1)F (4-bromo-3-fluoro-N-methoxy-N-methylbenzamide). As a reaction SMILES: [CH3:1][NH:2][O:3][CH3:4].[Br:5][C:6]1[CH:14]=[CH:13][C:9]([C:10](O)=[O:11])=[CH:8][C:7]=1[F:15].C(Cl)CCl.C1C=CC2N(O)N=NC=2C=1.CN1CCOCC1>C(Cl)Cl.C(OCC)(=O)C>[Br:5][C:6]1[CH:14]=[CH:13][C:9]([C:10]([N:2]([O:3][CH3:4])[CH3:1])=[O:11])=[CH:8][C:7]=1[F:15]. Procedure: N,O-Dimethylhydroxylamine (2.45 g, 25.1 mmol) was added to an ambient temperature solution of 4-bromo-3-fluorobenzoic acid (5 g, 22.8 mmol), EDC (5.25 g, 27.4 mmol), HOBt (4.2 g, 27.4 mmol) and NMM (12.55 mL, 114.2 mmol) in methylene chloride (50 mL). After stirring at ambient temperature overnight, the reaction mixture was poured into ethyl acetate and washed successively with saturated aqueous sodium bicarbonate and brine, dried (sodium sulfate) and concentrated in vacuo. Chromatography over s...